From a dataset of the Open Reaction Database (ORD), a public repository of structured organic reaction records. describe an organic reaction: reactants, conditions, products, and yield The reactants are ClC1=CC=C(C(=O)O)C=C1 (4-chlorobenzoic acid), NC1=C(N)C=C(C=C1)[N+](=O)[O-] (2-amino-5-nitroaniline). Run in C1(=CC=CC=C1)C.C(C)(=O)OCC (toluene ethyl acetate). Yields the product ClC1=CC=C(C=C1)C=1NC2=C(N1)C=CC(=C2)[N+](=O)[O-] (2-(4-chlorophenyl)-5-nitrobenzimidazole). Yield: 87.0%. RXN SMILES: [Cl:1][C:2]1[CH:10]=[CH:9][C:5]([C:6](O)=O)=[CH:4][CH:3]=1.[NH2:11][C:12]1[CH:18]=[CH:17][C:16]([N+:19]([O-:21])=[O:20])=[CH:15][C:13]=1[NH2:14]>C1(C)C=CC=CC=1.C(OCC)(=O)C>[Cl:1][C:2]1[CH:10]=[CH:9][C:5]([C:6]2[NH:14][C:13]3[CH:15]=[C:16]([N+:19]([O-:21])=[O:20])[CH:17]=[CH:18][C:12]=3[N:11]=2)=[CH:4][CH:3]=1 |f:2.3|. Procedure details: Prepared from 4-chlorobenzoic acid (17.83 g, 0.114 mol) and 2-amino-5-nitroaniline (18 g, 0.114 mol), in a manner similar to that of Example 9b. Yield: 87%; Rf (6/4 toluene/ethyl acetate): 0.61; m.p.: 302.5-305° C.